This data is from the Open Reaction Database (ORD), a public repository of structured organic reaction records. The task is: describe an organic reaction: reactants, conditions, products, and yield Starting materials: CC1(C=2C=CC=CC2C=2NC(C=3N(C21)C=CN3)=O)CCCCC(=O)OCC (ethyl 5-(10-methyl-4,5-dihydro-4-oxo-10H-imidazo[1,2-a]indeno[1,2-e]-pyrazin-10-yl)valerate), Cl (hydrochloric acid). Solvent: [OH-].[Na+] (sodium hydroxide). Product: CC1(C=2C=CC=CC2C=2NC(C=3N(C21)C=CN3)=O)CCCCC(=O)O (5-(10-methyl-4,5-dihydro-4-oxo-10H-imidazo[1,2-a]indeno[1,2-e]pyrazin-10-yl)valeric acid). Yield: 83.3%. As a reaction SMILES: [CH3:1][C:2]1([CH2:19][CH2:20][CH2:21][CH2:22][C:23]([O:25]CC)=[O:24])[C:14]2[N:13]3[CH:15]=[CH:16][N:17]=[C:12]3[C:11](=[O:18])[NH:10][C:9]=2[C:8]2[CH:7]=[CH:6][CH:5]=[CH:4][C:3]1=2.Cl>[OH-].[Na+]>[CH3:1][C:2]1([CH2:19][CH2:20][CH2:21][CH2:22][C:23]([OH:25])=[O:24])[C:14]2[N:13]3[CH:15]=[CH:16][N:17]=[C:12]3[C:11](=[O:18])[NH:10][C:9]=2[C:8]2[CH:7]=[CH:6][CH:5]=[CH:4][C:3]1=2 |f:2.3|. Procedure details: A solution of 0.52 g of ethyl 5-(10-methyl-4,5-dihydro-4-oxo-10H-imidazo[1,2-a]indeno[1,2-e]-pyrazin-10-yl)valerate in 3 ml of 1N sodium hydroxide is stirred overnight at a temperature in the region of 20° C. The mixture is then treated with 3 ml of 1N hydrochloric acid and the precipitate formed is filtered off. The solid obtained is washed with distilled water (2×10 ml) and with ethyl ether (3×10 ml), and dried at 60° C. under vacuum (1 mmHg; 0.13 kPa). 0.4 g of 5-(10-methyl-4,5-dihydro-4-oxo-... Starting materials: CN1C(=O)C[C@](C)(N/C/1=N/C(=O)OC(C)(C)C)c2sccc2Cl, OB(O)c1cccnc1. Reagents/catalysts: CCN=P(N=P(N(C)C)(N(C)C)N(C)C)(N(C)C)N(C)C (P2-Et), CC(C)c1cc(C(C)C)c(-c2ccccc2[PH](C(C)(C)C)(C(C)(C)C)[Pd]2(OS(C)(=O)=O)Nc3ccccc3-c3ccccc32)c(C(C)C)c1 (tBuXphos G3). Run in CS(C)=O (DMSO), O (water), CS(C)=O (DMSO), CS(C)=O (DMSO), CS(C)=O (DMSO). Conditions: time 22 hour. The product is CN1C(=O)C[C@](C)(N/C/1=N/C(=O)OC(C)(C)C)c2sccc2c3cccnc3, CN1C(=O)C[C@](C)(N/C/1=N/C(=O)OC(C)(C)C)c2sccc2Cl, c1ccc(-c2ccccc2)cc1. Reactants: O (water), CCN(C(C)C)C(C)C (DIEA), NC1CCC(CC1)NS(=O)(=O)C (N-(4-aminocyclohexyl)-methanesulfonamide), CS(=O)C1=NC=CC(=N1)C1=NNC2=C(C=CC=C12)OCCCS(=O)(=O)C (3-(2-Methanesulfinyl-pyrimidin-4-yl)-7-(3-methane-sulfonyl-propoxy)-1H-indazole). Run in CN1CCCC1=O (NMP). Run at temperature 130 celsius, time 2.5 hour. Product: CS(=O)(=O)CCCOC=1C=CC=C2C(=NNC12)C1=NC(=NC=C1)NC1CCC(CC1)NS(=O)(=O)C (N-(-4-{4-[7-(3-methanesulfonyl-propoxy)-1H-indazol-3-yl]-pyrimidin-2-ylamino}-cyclo-hexyl)-methanesulfonamide). RXN SMILES: CCN(C(C)C)C(C)C.[NH2:10][CH:11]1[CH2:16][CH2:15][CH:14]([NH:17][S:18]([CH3:21])(=[O:20])=[O:19])[CH2:13][CH2:12]1.CS([C:25]1[N:30]=[C:29]([C:31]2[C:39]3[C:34](=[C:35]([O:40][CH2:41][CH2:42][CH2:43][S:44]([CH3:47])(=[O:46])=[O:45])[CH:36]=[CH:37][CH:38]=3)[NH:33][N:32]=2)[CH:28]=[CH:27][N:26]=1)=O.O>CN1C(=O)CCC1>[CH3:47][S:44]([CH2:43][CH2:42][CH2:41][O:40][C:35]1[CH:36]=[CH:37][CH:38]=[C:39]2[C:34]=1[NH:33][N:32]=[C:31]2[C:29]1[CH:28]=[CH:27][N:26]=[C:25]([NH:10][CH:11]2[CH2:16][CH2:15][CH:14]([NH:17][S:18]([CH3:21])(=[O:20])=[O:19])[CH2:13][CH2:12]2)[N:30]=1)(=[O:46])=[O:45]. Procedure: DIEA (0.31 mL) and N-(4-aminocyclohexyl)-methanesulfonamide (348 mg) were stirred in NMP (1 mL) at RT for 1 hour. 3-(2-Methanesulfinyl-pyrimidin-4-yl)-7-(3-methane-sulfonyl-propoxy)-1H-indazole (200 mg, 0.5 mmol) was added to the mixture and stirred at 130° C. for 2.5 h. The reaction mixture was then poured into water and the precipitate purified on a silica column using flash chromatography, eluting with hexane:EtOAc:MeOH 5:4.5:0.5 to yield N-(-4-{4-[7-(3-methanesulfonyl-propoxy)-1H-indazol-3-y...